From a dataset of the Open Reaction Database (ORD), a public repository of structured organic reaction records. describe an organic reaction: reactants, conditions, products, and yield Starting materials: CCOC(=O)c1cncc(Br)c1, CCOC(C)=O, CC(C)[Si](Sc1ccc(NC(=O)C(C)(O)C(F)(F)F)c(Cl)c1)(C(C)C)C(C)C, Cl[Cu], [Cs+], [F-]. Yields the product CCOC(=O)c1cncc(Sc2ccc(NC(=O)C(C)(O)C(F)(F)F)c(Cl)c2)c1. RXN SMILES: [Br:31][c:32]1[cH:33][n:34][cH:35][c:36]([C:38](=[O:39])[O:40][CH2:41][CH3:42])[cH:37]1.[CH3:45][CH2:46][O:47][C:48](=[O:49])[CH3:50].[Cl:3][c:4]1[c:5]([NH:21][C:22]([C:23]([C:24]([F:25])([F:26])[F:27])([CH3:28])[OH:29])=[O:30])[cH:6][cH:7][c:8]([S:10][Si:11]([CH:12]([CH3:13])[CH3:14])([CH:15]([CH3:16])[CH3:17])[CH:18]([CH3:19])[CH3:20])[cH:9]1.[Cl:43][Cu:44].[Cs+:2].[F-:1]>>[Cl:3][c:4]1[c:5]([NH:21][C:22]([C:23]([C:24]([F:25])([F:26])[F:27])([CH3:28])[OH:29])=[O:30])[cH:6][cH:7][c:8]([S:10][c:32]2[cH:33][n:34][cH:35][c:36]([C:38](=[O:39])[O:40][CH2:41][CH3:42])[cH:37]2)[cH:9]1. Product: ClC=1C=CC=2N(N1)C(=C(N2)C2=CC=CC=C2)C2=CN=NC=C2 (6-chloro-2-phenyl-3-(pyridazin-4-yl)imidazo[1,2-b]pyridazine). Isolated yield 71.2%. Starting materials: ClC=1C=CC=2N(N1)C(=C(N2)C2=CC=CC=C2)C2C=NN(C=C2)C(=O)OCC (ethyl 4-[6-chloro-2-phenylimidazo[1,2-b]pyridazin-3-yl]-4H-pyridazine-1-carboxylate), aqueous solution, [OH-].[Na+] (sodium hydroxide), C1(=C(C(=O)C(=O)C(=C1Cl)Cl)Cl)Cl (ortho-chloranil). Run in C(Cl)(Cl)Cl (chloroform). RXN SMILES: [Cl:1][C:2]1[CH:3]=[CH:4][C:5]2[N:6]([C:8]([CH:17]3[CH:22]=[CH:21][N:20](C(OCC)=O)[N:19]=[CH:18]3)=[C:9]([C:11]3[CH:16]=[CH:15][CH:14]=[CH:13][CH:12]=3)[N:10]=2)[N:7]=1.C1(Cl)C(Cl)=C(Cl)C(=O)C(=O)C=1Cl.[OH-].[Na+]>C(Cl)(Cl)Cl>[Cl:1][C:2]1[CH:3]=[CH:4][C:5]2[N:6]([C:8]([C:17]3[CH:22]=[CH:21][N:20]=[N:19][CH:18]=3)=[C:9]([C:11]3[CH:12]=[CH:13][CH:14]=[CH:15][CH:16]=3)[N:10]=2)[N:7]=1 |f:2.3|. Reported procedure: 22.3 g (58.4 mmol) of ethyl 4-[6-chloro-2-phenylimidazo[1,2-b]pyridazin-3-yl]-4H-pyridazine-1-carboxylate are dissolved in 450 ml of chloroform and 15.1 g (61.3 mmol) of ortho-chloranil are added portionwise. The reaction medium is stirred for 30 minutes at ambient temperature and then poured into a 2N aqueous solution of sodium hydroxide. The product is extracted with chloroform. The organic phase is dried over sodium sulfate and then concentrated under reduced pressure. The dark beige residue ... Conditions: time 30 minute.